Dataset: the Open Reaction Database (ORD), a public repository of structured organic reaction records. Task: describe an organic reaction: reactants, conditions, products, and yield Starting materials: solution, [OH-].[Na+] (NaOH), C(C)(C)(C)OC(=O)NC1=CC=C(C=C1)C=1C=C(N(C1)C)C(=O)OC (Methyl 4-(4-(tert-butoxycarbonylamino)phenyl)-1-methyl-1H-pyrrole-2-carboxylate). Solvent: O1CCOCC1 (dioxane). Conditions: time 6 hour. Yields the product C(C)(C)(C)OC(=O)NC1=CC=C(C=C1)C=1C=C(N(C1)C)C(=O)O (4-(4-(tert-butoxycarbonylamino)phenyl)-1-methyl-1H-pyrrole-2-carboxylic acid). As a reaction SMILES: [OH-].[Na+].[C:3]([O:7][C:8]([NH:10][C:11]1[CH:16]=[CH:15][C:14]([C:17]2[CH:18]=[C:19]([C:23]([O:25]C)=[O:24])[N:20]([CH3:22])[CH:21]=2)=[CH:13][CH:12]=1)=[O:9])([CH3:6])([CH3:5])[CH3:4]>O1CCOCC1>[C:3]([O:7][C:8]([NH:10][C:11]1[CH:12]=[CH:13][C:14]([C:17]2[CH:18]=[C:19]([C:23]([OH:25])=[O:24])[N:20]([CH3:22])[CH:21]=2)=[CH:15][CH:16]=1)=[O:9])([CH3:6])([CH3:4])[CH3:5] |f:0.1|. Procedure details: A 0.5 M solution of NaOH (2.0 eq) was added to a solution of 5 (1.0 g, 3.027 mmol) in dioxane (40 mL). The reaction mixture was allowed to stir at room temperature for 6 hours at which point TLC revealed completion of reaction. Excess 1,4-dioxane was evaporated under vacuum and the residue was diluted with water. The resulting solution was acidified with 0.5 M HCl. The product was extracted from water with 2× ethyl acetate (100 mL×2) and the organic layers were combined, washed with brine, dried...